Dataset: the Open Reaction Database (ORD), a public repository of structured organic reaction records. Task: describe an organic reaction: reactants, conditions, products, and yield The reactants are C(C)OC(=O)C1(CC1)C1=CC=C(C=C1)C1=CC=C(C=C1)C1=C(C(=NO1)C)N (1-[4′-(4-amino-3-methyl-isoxazol-5-yl)-biphenyl-4-yl]-cyclopropanecarboxylic acid ethyl ester), BrC1=CC=C(C=C1)C1=CC=CC=C1 (4-bromo-biphenyl). Yields the product C(C)OC(=O)C1(CC1)C1=CC=C(C=C1)C1=CC=C(C=C1)C1=C(C(=NO1)C)NC1=CC=C(C=C1)C1=CC=CC=C1 (1-{4′-[4-(Biphenyl-4-ylamino)-3-methyl-isoxazol-5-yl]-biphenyl-4-yl}-cyclopropanecarboxylic acid ethyl ester). As a reaction SMILES: [CH2:1]([O:3][C:4]([C:6]1([C:9]2[CH:14]=[CH:13][C:12]([C:15]3[CH:20]=[CH:19][C:18]([C:21]4[O:25][N:24]=[C:23]([CH3:26])[C:22]=4[NH2:27])=[CH:17][CH:16]=3)=[CH:11][CH:10]=2)[CH2:8][CH2:7]1)=[O:5])[CH3:2].Br[C:29]1[CH:34]=[CH:33][C:32]([C:35]2[CH:40]=[CH:39][CH:38]=[CH:37][CH:36]=2)=[CH:31][CH:30]=1>>[CH2:1]([O:3][C:4]([C:6]1([C:9]2[CH:10]=[CH:11][C:12]([C:15]3[CH:20]=[CH:19][C:18]([C:21]4[O:25][N:24]=[C:23]([CH3:26])[C:22]=4[NH:27][C:38]4[CH:39]=[CH:40][C:35]([C:32]5[CH:33]=[CH:34][CH:29]=[CH:30][CH:31]=5)=[CH:36][CH:37]=4)=[CH:17][CH:16]=3)=[CH:13][CH:14]=2)[CH2:8][CH2:7]1)=[O:5])[CH3:2]. Procedure: Prepared according to the procedure described in Example 68, Step 2, using 1-[4′-(4-amino-3-methyl-isoxazol-5-yl)-biphenyl-4-yl]-cyclopropanecarboxylic acid ethyl ester and 4-bromo-biphenyl.